Dataset: the Open Reaction Database (ORD), a public repository of structured organic reaction records. Task: describe an organic reaction: reactants, conditions, products, and yield Starting materials: IC=1C=C(CONC(C2=C(C=CC=C2)NCC2=CC=NC=C2)=O)C=CC1 (N-(3-Iodo-benzyloxy)-2-[(pyridin-4-ylmethyl)-amino]-benzamide), C(#N)CCCC#C (5-cyano-1-pentyne). The reagents and catalysts are [I-].C(CCC)[N+](CCCC)(CCCC)CCCC (tetrabutylammonium iodide). Yields the product C(#N)CCCC#CC=1C=C(CONC(C2=C(C=CC=C2)NCC2=CC=NC=C2)=O)C=CC1 (N-[3-(5-Cyano-pent-1-ynyl)-benzyloxy]-2-[(pyridin-4-ylmethyl)-amino]-benzamide). RXN SMILES: I[C:2]1[CH:3]=[C:4]([CH:24]=[CH:25][CH:26]=1)[CH2:5][O:6][NH:7][C:8](=[O:23])[C:9]1[CH:14]=[CH:13][CH:12]=[CH:11][C:10]=1[NH:15][CH2:16][C:17]1[CH:22]=[CH:21][N:20]=[CH:19][CH:18]=1.[C:27]([CH2:29][CH2:30][CH2:31][C:32]#[CH:33])#[N:28]>[I-].C([N+](CCCC)(CCCC)CCCC)CCC>[C:27]([CH2:29][CH2:30][CH2:31][C:32]#[C:33][C:2]1[CH:3]=[C:4]([CH:24]=[CH:25][CH:26]=1)[CH2:5][O:6][NH:7][C:8](=[O:23])[C:9]1[CH:14]=[CH:13][CH:12]=[CH:11][C:10]=1[NH:15][CH2:16][C:17]1[CH:22]=[CH:21][N:20]=[CH:19][CH:18]=1)#[N:28] |f:2.3|. Reported procedure: The same procedure was used as described for the preparation of example 365, but without addition of tetrabutylammonium iodide. Starting materials: N-(3-Iodo-benzyloxy)-2-[(pyridin-4-ylmethyl)-amino]-benzamide (see example 361) and 5-cyano-1-pentyne (Aldrich). Starting materials: C(C)(C)(C)OC(=O)N1[C@H]([C@H](CC1)C1=CC=CC=C1)C(=O)O (rac-(cis)-1-(tert-butoxycarbonyl)-3-phenylpyrrolidine-2-carboxylic acid), C1CCOC1 (THF), C1CCOC1 (THF). Reaction conditions: time 8 hour. Product: OC[C@@H]1N(CC[C@@H]1C1=CC=CC=C1)C(=O)OC(C)(C)C (rac-(cis)-tert-Butyl 2-(hydroxymethyl)-3-phenylpyrrolidine-1-carboxylate). As a reaction SMILES: [C:1]([O:5][C:6]([N:8]1[CH2:12][CH2:11][C@H:10]([C:13]2[CH:18]=[CH:17][CH:16]=[CH:15][CH:14]=2)[C@@H:9]1[C:19](O)=[O:20])=[O:7])([CH3:4])([CH3:3])[CH3:2].C1COCC1>>[OH:20][CH2:19][C@H:9]1[C@@H:10]([C:13]2[CH:14]=[CH:15][CH:16]=[CH:17][CH:18]=2)[CH2:11][CH2:12][N:8]1[C:6]([O:5][C:1]([CH3:4])([CH3:3])[CH3:2])=[O:7]. Procedure: To a stirred mixture of rac-(cis)-1-(tert-butoxycarbonyl)-3-phenylpyrrolidine-2-carboxylic acid (0.77 g, 2.6 mmol) (prepared as described by Damour et al. Synlett 1999, 2, 189-192) in THF (10.00 mL, 122 mmol) was added BH3●THF (9.3 mL, 1.0 M in THF, 9.3 mmol) slowly at 0° C. The resulting mixture was stirred at room temperature overnight. The mixture was then cooled to 0° C., and the resulting mixture was quenched with MeOH, concentrated, and the remaining residue was diluted with 1.0 N aqueous ... Reactants: C1(=CC=C(C=C1)S(=O)(=O)Cl)C (p-Toluenesulfonyl chloride), C(C)OCC=1N(C2=C(C=[N+](C=3C=C(C=CC23)OCCNC(OC(C)(C)C)=O)[O-])N1)CC(C)(C)O (tert-Butyl 2-{[2-(ethoxymethyl)-1-(2-hydroxy-2-methylpropyl)-5-oxido-1H-imidazo[4,5-c]quinolin-7-yl]oxy}ethylcarbamate), [OH-].[NH4+] (ammonium hydroxide). Solvent: ClCCl (dichloromethane). Reaction conditions: time 16 hour. The product is NC1=NC=2C=C(C=CC2C2=C1N=C(N2CC(C)(C)O)COCC)OCCNC(OC(C)(C)C)=O (tert-butyl 2-{[4-amino-2-(ethoxymethyl)-1-(2-hydroxy-2-methylpropyl)-1H-imidazo[4,5-c]quinolin-7-yl]oxy}ethylcarbamate). Reaction SMILES: [CH2:1]([O:3][CH2:4][C:5]1[N:6]([CH2:30][C:31]([OH:34])([CH3:33])[CH3:32])[C:7]2[C:16]3[CH:15]=[CH:14][C:13]([O:17][CH2:18][CH2:19][NH:20][C:21](=[O:27])[O:22][C:23]([CH3:26])([CH3:25])[CH3:24])=[CH:12][C:11]=3[N+:10]([O-])=[CH:9][C:8]=2[N:29]=1)[CH3:2].C1(C)C=CC(S(Cl)(=O)=O)=CC=1.[OH-].[NH4+:47]>ClCCl>[NH2:47][C:9]1[C:8]2[N:29]=[C:5]([CH2:4][O:3][CH2:1][CH3:2])[N:6]([CH2:30][C:31]([OH:34])([CH3:33])[CH3:32])[C:7]=2[C:16]2[CH:15]=[CH:14][C:13]([O:17][CH2:18][CH2:19][NH:20][C:21](=[O:27])[O:22][C:23]([CH3:26])([CH3:25])[CH3:24])=[CH:12][C:11]=2[N:10]=1 |f:2.3|. Procedure: tert-Butyl 2-{[2-(ethoxymethyl)-1-(2-hydroxy-2-methylpropyl)-5-oxido-1H-imidazo[4,5-c]quinolin-7-yl]oxy}ethylcarbamate (2.8 g, 5.05 mmol) was dissolved in dichloromethane (35 mL) and ammonium hydroxide (25 mL). p-Toluenesulfonyl chloride (0.962 g, 5.05 mmol) was added in one portion and the reaction was stirred for 16 hours. The layers were separated and the aqueous fraction was extracted with dichloromethane. The organics were combined and evaporated under reduced pressure. The residue was puri...